This data is from the Open Reaction Database (ORD), a public repository of structured organic reaction records. The task is: describe an organic reaction: reactants, conditions, products, and yield RXN SMILES: [CH3:1][C:2]1[CH:7]=[CH:6][CH:5]=[C:4]([CH3:8])[C:3]=1[C:9]1[CH:14]=[CH:13][CH:12]=[C:11]([CH2:15][NH:16][C:17]2[CH:22]=[CH:21][C:20]([CH2:23][CH2:24][C:25]([O:27][CH3:28])=[O:26])=[CH:19][CH:18]=2)[CH:10]=1.IC.[C:31](=O)([O-])[O-].[K+].[K+]>CC(C)=O>[CH3:8][C:4]1[CH:5]=[CH:6][CH:7]=[C:2]([CH3:1])[C:3]=1[C:9]1[CH:14]=[CH:13][CH:12]=[C:11]([CH2:15][N:16]([CH3:31])[C:17]2[CH:18]=[CH:19][C:20]([CH2:23][CH2:24][C:25]([O:27][CH3:28])=[O:26])=[CH:21][CH:22]=2)[CH:10]=1 |f:2.3.4|. Yield: 47.9%. Reported procedure: To a solution of methyl 3-(4-{[(2′,6′-dimethylbiphenyl-3-yl)methyl]amino}phenyl)propanoate (0.598 g, 1.60 mmol) and iodomethane (0.498 mL, 8.00 mmol) in acetone (10 mL) was added potassium carbonate (0.332 g, 2.40 mmol), and the mixture was heated under reflux under a nitrogen atmosphere for 6 hr. After cooling, the reaction mixture was concentrated under reduced pressure. Water was added to the obtained residue, and the mixture was extracted with ethyl acetate. The extract was washed with satur... Yields the product CC1=C(C(=CC=C1)C)C1=CC(=CC=C1)CN(C1=CC=C(C=C1)CCC(=O)OC)C (methyl 3-{4-[[(2′,6′-dimethylbiphenyl-3-yl)methyl](methyl)amino]phenyl}propanoate). The solvent is CC(=O)C (acetone). Reactants: CC1=C(C(=CC=C1)C)C1=CC(=CC=C1)CNC1=CC=C(C=C1)CCC(=O)OC (methyl 3-(4-{[(2′,6′-dimethylbiphenyl-3-yl)methyl]amino}phenyl)propanoate), IC (iodomethane), C([O-])([O-])=O.[K+].[K+] (potassium carbonate). Reactants: FC=1C=C(C=CC1OC)C1=CC(=C(C=C1)OC)F (3,3'-difluoro-4,4'-dimethoxybiphenyl), Br (hydrobromic acid). Solvent: O1CCOCC1 (dioxane). The product is FC=1C=C(C=CC1O)C1=CC(=C(C=C1)O)F (3,3'-difluoro-4,4'-dihydroxybiphenyl). RXN SMILES: [F:1][C:2]1[CH:3]=[C:4]([C:10]2[CH:15]=[CH:14][C:13]([O:16]C)=[C:12]([F:18])[CH:11]=2)[CH:5]=[CH:6][C:7]=1[O:8]C.Br>O1CCOCC1>[F:1][C:2]1[CH:3]=[C:4]([C:10]2[CH:15]=[CH:14][C:13]([OH:16])=[C:12]([F:18])[CH:11]=2)[CH:5]=[CH:6][C:7]=1[OH:8]. Procedure: 10.0 g of 3,3'-difluoro-4,4'-dimethoxybiphenyl was dissolved in 150 ml of dioxane, and 150 ml of 48% hydrobromic acid was added. The mixture was heated under reflux for 50 hours. After the reaction, the reaction mixture was subjected to evaporation under reduced pressure. The residue was fully washed with water to obtain the desired 3,3'-difluoro-4,4'-dihydroxybiphenyl. The reactants are [Br-], COc1ccc([Mg+])c(OC)c1, CON(C)C(=O)c1cccc(C)c1F. Yields the product COc1ccc(C(=O)c2cccc(C)c2F)c(OC)c1. RXN SMILES: [Br-:15].[CH3:16][O:17][c:18]1[c:19]([Mg+:26])[cH:20][cH:21][c:22]([O:24][CH3:25])[cH:23]1.[F:1][c:2]1[c:3]([C:4](=[O:5])[N:6]([O:7][CH3:8])[CH3:9])[cH:10][cH:11][cH:12][c:13]1[CH3:14]>>[F:1][c:2]1[c:3]([C:4](=[O:5])[c:19]2[c:18]([O:17][CH3:16])[cH:23][c:22]([O:24][CH3:25])[cH:21][cH:20]2)[cH:10][cH:11][cH:12][c:13]1[CH3:14]. Starting materials: Brc1ccccc1-n1c(Br)nnc1-c1ccc(-c2ccccc2)nc1, CNCCOC, ClC(Cl)Cl. Product: COCCN(C)c1nnc(-c2ccc(-c3ccccc3)nc2)n1-c1ccccc1Br. As a reaction SMILES: [Br:7][c:8]1[n:9](-[c:25]2[c:26]([Br:31])[cH:27][cH:28][cH:29][cH:30]2)[c:10](-[c:13]2[cH:14][cH:15][c:16](-[c:19]3[cH:20][cH:21][cH:22][cH:23][cH:24]3)[n:17][cH:18]2)[n:11][n:12]1.[CH3:1][O:2][CH2:3][CH2:4][NH:5][CH3:6].[CH:32]([Cl:33])([Cl:34])[Cl:35]>>[CH3:1][O:2][CH2:3][CH2:4][N:5]([CH3:6])[c:8]1[n:9](-[c:25]2[c:26]([Br:31])[cH:27][cH:28][cH:29][cH:30]2)[c:10](-[c:13]2[cH:14][cH:15][c:16](-[c:19]3[cH:20][cH:21][cH:22][cH:23][cH:24]3)[n:17][cH:18]2)[n:11][n:12]1. Starting materials: BrC=1C(OC(CC1O)(C1=CC=CC=C1)C1=CC=CC=C1)=O (3-bromo-5,6-dihydro-4-hydroxy-6,6-diphenyl-2H-pyran-2-one), COC1=C(C=CC=C1)S (2-methoxybenzenethiol), N1CCCCC1 (piperidine). Solvent: ClCCl (dichloromethane). Yields the product OC1=C(C(OC(C1)(C1=CC=CC=C1)C1=CC=CC=C1)=O)SC1=C(C=CC=C1)OC (5,6-Dihydro-4-hydroxy-3-(2-methoxyphenylthio) -6,6-diphenyl-2H-pyran-2-one). RXN SMILES: Br[C:2]1[C:3](=[O:21])[O:4][C:5]([C:15]2[CH:20]=[CH:19][CH:18]=[CH:17][CH:16]=2)([C:9]2[CH:14]=[CH:13][CH:12]=[CH:11][CH:10]=2)[CH2:6][C:7]=1[OH:8].[CH3:22][O:23][C:24]1[CH:29]=[CH:28][CH:27]=[CH:26][C:25]=1[SH:30].N1CCCCC1>ClCCl>[OH:8][C:7]1[CH2:6][C:5]([C:15]2[CH:20]=[CH:19][CH:18]=[CH:17][CH:16]=2)([C:9]2[CH:14]=[CH:13][CH:12]=[CH:11][CH:10]=2)[O:4][C:3](=[O:21])[C:2]=1[S:30][C:25]1[CH:26]=[CH:27][CH:28]=[CH:29][C:24]=1[O:23][CH3:22]. Reported procedure: The title compound was prepared as described in General Method 6 from 1.5 mmol of 3-bromo-5,6-dihydro-4-hydroxy-6,6-diphenyl-2H-pyran-2-one (prepared in example AAA), 1.6 mmol of 2-methoxybenzenethiol, and 1.6 mmol of piperidine in 25 mL of dichloromethane. The product was chromatographed on silica gel, eluting first with chloroform and then with 5% methanol in chloroform, to give the title compound (m.p. 170°-172° C. dec.). 1H NMR (DMSO-d6) δ 3.76 (bs, 5 H), 5.44 (dd, 1 H), 6.26 (t, 1 H), 6.85 ... The reactants are BrC1=NC(=C(N=C1C)N1CCN(CC1)C)Br (2,6-dibromo-3-methyl-5-(4-methylpiperazin-1-yl)pyrazine), O.NN (hydrazine hydrate). Run in CCO (EtOH). Product: BrC1=NC(=C(N=C1C)N1CCN(CC1)C)NN (2-Bromo-6-hydrazinyl-3-methyl-5-(4-methylpiperazin-1-yl)pyrazine). Isolated yield 53.6%. RXN SMILES: [Br:1][C:2]1[C:7]([CH3:8])=[N:6][C:5]([N:9]2[CH2:14][CH2:13][N:12]([CH3:15])[CH2:11][CH2:10]2)=[C:4](Br)[N:3]=1.O.[NH2:18][NH2:19]>CCO>[Br:1][C:2]1[C:7]([CH3:8])=[N:6][C:5]([N:9]2[CH2:14][CH2:13][N:12]([CH3:15])[CH2:11][CH2:10]2)=[C:4]([NH:18][NH2:19])[N:3]=1 |f:1.2|. Reported procedure: A 100 mL round bottom flask was charged with 2,6-dibromo-3-methyl-5-(4-methylpiperazin-1-yl)pyrazine (2.0 g, 5.7 mmol), hydrazine hydrate (3.5 g, 0.065 mol) and absolute EtOH (30 mL). The resulting solution was refluxed under N2 atmosphere overnight. Work-up: the solvent was evaporated. The residue was washed with EtOH (10 mL) and dried, to afford 0.92 g (54%) of the product as a yellow solid. Starting materials: COC(=O)C1OC(CC1)OC=1C=CC(C2=C3C(=NC21)C=CC=C3)CC3=CC=C(C=C3)F (1,2,3,4-tetrahydro-5-[[9-[(4-fluorophenyl)methyl]-9H-dibenzo[b,d]pyrrol-6-yl]oxy] -2-furancarboxylic acid methyl ester), [OH-].[Na+] (sodium hydroxide), Cl (hydrochloric acid). The solvent is O1CCCC1 (tetrahydrofuran), CO (methanol), O (water). The product is FC1=CC=C(C=C1)CC1C=CC(=C2C1=C1C(=N2)CCCC1)OC1=CC=C(O1)C(=O)O (5-[[9-[(4-fluorophenyl)methyl]-1,2,3,4-tetrahydro-9H-dibenzo[b,d]pyrrol-6-yl]oxy]-2-furancarboxylic acid). Yield: 83.8%. RXN SMILES: C[O:2][C:3]([CH:5]1[CH2:9][CH2:8][CH:7]([O:10][C:11]2[CH:12]=[CH:13][CH:14]([CH2:24][C:25]3[CH:30]=[CH:29][C:28]([F:31])=[CH:27][CH:26]=3)[C:15]3[C:19]=2[N:18]=[C:17]2[CH:20]=[CH:21][CH:22]=[CH:23][C:16]=32)[O:6]1)=[O:4].[OH-].[Na+].Cl>O1CCCC1.CO.O>[F:31][C:28]1[CH:29]=[CH:30][C:25]([CH2:24][CH:14]2[C:15]3=[C:16]4[CH2:23][CH2:22][CH2:21][CH2:20][C:17]4=[N:18][C:19]3=[C:11]([O:10][C:7]3[O:6][C:5]([C:3]([OH:4])=[O:2])=[CH:9][CH:8]=3)[CH:12]=[CH:13]2)=[CH:26][CH:27]=1 |f:1.2|. Procedure details: A solution of 5-[[9-[(4-fluorophenyl)methyl]-1,2,3,4-tetrahydro-9H-dibenzo[b,d]pyrrol-6-yl]oxy]-2-furancarboxylic acid methyl ester (2.1 g) from Example 123 in tetrahydrofuran (20 mL) and methanol (10 mL) was treated with 1N sodium hydroxide solution (6 mL) and refluxed for 90 minutes. The reaction mixture was diluted with water, treated with excess 2N hydrochloric acid (4 mL) and the product extracted with dichloromethane. The organic layer was washed with water, dried over anhydrous sodium sul... Reactants: NC1=CC(=NC=C1[N+](=O)[O-])C(=O)NC1=NC=CC(=C1)C(F)(F)F (4-amino-5-nitro-N-(4-trifluoromethyl-pyridin-2-yl)-picolinamide). The reagents and catalysts are [Pd] (palladium/charcoal). The solvent is CO (methanol), C1CCOC1 (THF). Product: NC1=CC(=NC=C1N)C(=O)NC1=NC=CC(=C1)C(F)(F)F (4,5-Diamino-N-(4-trifluoromethyl-pyridin-2-yl)-picolinamide). Reaction SMILES: [NH2:1][C:2]1[C:7]([N+:8]([O-])=O)=[CH:6][N:5]=[C:4]([C:11]([NH:13][C:14]2[CH:19]=[C:18]([C:20]([F:23])([F:22])[F:21])[CH:17]=[CH:16][N:15]=2)=[O:12])[CH:3]=1>CO.C1COCC1.[Pd]>[NH2:1][C:2]1[C:7]([NH2:8])=[CH:6][N:5]=[C:4]([C:11]([NH:13][C:14]2[CH:19]=[C:18]([C:20]([F:23])([F:22])[F:21])[CH:17]=[CH:16][N:15]=2)=[O:12])[CH:3]=1. Reported procedure: Prepared analogously to example 83d by hydrogenation of 4-amino-5-nitro-N-(4-trifluoromethyl-pyridin-2-yl)-picolinamide using palladium/charcoal 10% in methanol and THF. The reactants are COc1cnc(Br)c2[nH]cc(C(=O)C(=O)N3CCc4c(cccc4-c4ccccn4)C3)c12, [Cl-], [Cu], OCC1=N[NH2+]C=N1, c1ccncc1. Product: COc1cnc(Cl)c2[nH]cc(C(=O)C(=O)N3CCc4c(cccc4-c4ccccn4)C3)c12. RXN SMILES: [Br:1][c:2]1[n:3][cH:4][c:5]([O:31][CH3:32])[c:6]2[c:7]1[nH:8][cH:9][c:10]2[C:11]([C:12](=[O:13])[N:14]1[CH2:15][c:16]2[cH:17][cH:18][cH:19][c:20](-[c:24]3[n:25][cH:26][cH:27][cH:28][cH:29]3)[c:21]2[CH2:22][CH2:23]1)=[O:30].[Cl-:33].[Cu:47].[OH:34][CH2:35][C:36]1=[N:40][NH2+:39][CH:38]=[N:37]1.[cH:41]1[cH:42][cH:43][n:44][cH:45][cH:46]1>>[c:2]1([Cl:33])[n:3][cH:4][c:5]([O:31][CH3:32])[c:6]2[c:7]1[nH:8][cH:9][c:10]2[C:11]([C:12](=[O:13])[N:14]1[CH2:15][c:16]2[cH:17][cH:18][cH:19][c:20](-[c:24]3[n:25][cH:26][cH:27][cH:28][cH:29]3)[c:21]2[CH2:22][CH2:23]1)=[O:30].